Task: describe an organic reaction: reactants, conditions, products, and yield. Dataset: the Open Reaction Database (ORD), a public repository of structured organic reaction records Starting materials: O=[N+]([O-])O, O=S(=O)(O)O, Cc1ccc(-c2ncccc2C(F)(F)F)cc1. Product: Cc1ccc(-c2ncccc2C(F)(F)F)cc1[N+](=O)[O-]. As a reaction SMILES: [OH:18][N+:19]([O-:20])=[O:21].[S:22](=[O:23])(=[O:24])([OH:25])[OH:26].[c:1]1([CH3:17])[cH:2][cH:3][c:4](-[c:7]2[n:8][cH:9][cH:10][cH:11][c:12]2[C:13]([F:14])([F:15])[F:16])[cH:5][cH:6]1>>[c:1]1([CH3:17])[cH:2][cH:3][c:4](-[c:7]2[n:8][cH:9][cH:10][cH:11][c:12]2[C:13]([F:14])([F:15])[F:16])[cH:5][c:6]1[N+:19](=[O:18])[O-:20].